From a dataset of the Open Reaction Database (ORD), a public repository of structured organic reaction records. describe an organic reaction: reactants, conditions, products, and yield The reactants are C(C)(=O)NC1=CC(=C(C=C1Cl)C=1NC(=C(N1)C=1C=NC=CC1)C)OC (2-(4-acetamido-5-chloro-2-methoxyphenyl)-5-methyl-4-(3-pyridyl)imidazole), O (water). The solvent is Cl (hydrochloric acid). Product: NC1=CC(=C(C=C1Cl)C=1NC(=C(N1)C=1C=NC=CC1)C)OC (2-(4-amino-5-chloro-2-methoxyphenyl)-5-methyl-4-(3-pyridyl)imidazole). Isolated yield 71.4%. As a reaction SMILES: C([NH:4][C:5]1[C:10]([Cl:11])=[CH:9][C:8]([C:12]2[NH:13][C:14]([CH3:23])=[C:15]([C:17]3[CH:18]=[N:19][CH:20]=[CH:21][CH:22]=3)[N:16]=2)=[C:7]([O:24][CH3:25])[CH:6]=1)(=O)C.O>Cl>[NH2:4][C:5]1[C:10]([Cl:11])=[CH:9][C:8]([C:12]2[NH:13][C:14]([CH3:23])=[C:15]([C:17]3[CH:18]=[N:19][CH:20]=[CH:21][CH:22]=3)[N:16]=2)=[C:7]([O:24][CH3:25])[CH:6]=1. Procedure: A solution of 2-(4-acetamido-5-chloro-2-methoxyphenyl)-5-methyl-4-(3-pyridyl)imidazole (1.0 g) in 10% hydrochloric acid (30 ml) was stirred at 80° to 85° C. for 4 hours. The reaction mixture was poured into water (100 ml) and washed with ethyl acetate. The solution was adjusted to pH 8.0 with 20% potassium carbonate and extracted with ethyl acetate. The extract was washed with brine and dried over magnesium sulfate. The solvent was evaporated in vacuo and the residue was crystallized from a mixt...